Dataset: the Open Reaction Database (ORD), a public repository of structured organic reaction records. Task: describe an organic reaction: reactants, conditions, products, and yield Reactants: Cl.ClC1=CN=CC(=N1)N1CCNCC1 (6-Chloro-2-(1-piperazinyl)-pyrazine hydrochloride), O.O.O.C(C)(=O)[O-].[Na+] (sodium acetate trihydrate), C(C)(=O)OC(C)=O (acetic anhydride). Solvent: O (water), ice water. Conditions: time 3 hour. Yields the product ClC1=CN=CC(=N1)N1CCN(CC1)C(C)=O (6-chloro-2-(4-acetyl-1-piperazinyl)-pyrazine). As a reaction SMILES: Cl.[Cl:2][C:3]1[N:8]=[C:7]([N:9]2[CH2:14][CH2:13][NH:12][CH2:11][CH2:10]2)[CH:6]=[N:5][CH:4]=1.O.O.O.[C:18]([O-])(=[O:20])[CH3:19].[Na+].C(OC(=O)C)(=O)C>O>[Cl:2][C:3]1[N:8]=[C:7]([N:9]2[CH2:10][CH2:11][N:12]([C:18](=[O:20])[CH3:19])[CH2:13][CH2:14]2)[CH:6]=[N:5][CH:4]=1 |f:0.1,2.3.4.5.6|. Reported procedure: 6-Chloro-2-(1-piperazinyl)-pyrazine hydrochloride (15 g, 0.064 mole) is added to a solution of 20 g of sodium acetate trihydrate (0.147 mole) in 250 ml ice water. The vigorously stirred mixture is treated with 15 ml acetic anhydride followed by 100 ml water. The mixture is stirred 3 hours while warming to room temperature and the product, which separates as an oil, is extracted with toluene. The toluene extract is washed with water and concentrated in vacuo to give a crude product which is recry... Reactants: CI, COc1ccc(Nc2nc(Cl)nc3ccccc23)cn1, [H-], [Na+], CN(C)C=O. Yields the product COc1ccc(N(C)c2nc(Cl)nc3ccccc23)cn1. Reaction SMILES: [CH3:21][I:22].[Cl:1][c:2]1[n:3][c:4]2[cH:5][cH:6][cH:7][cH:8][c:9]2[c:10]([NH:12][c:13]2[cH:14][n:15][c:16]([O:19][CH3:20])[cH:17][cH:18]2)[n:11]1.[H-:23].[Na+:24].[O:25]=[CH:26][N:27]([CH3:28])[CH3:29]>>[Cl:1][c:2]1[n:3][c:4]2[cH:5][cH:6][cH:7][cH:8][c:9]2[c:10]([N:12]([c:13]2[cH:14][n:15][c:16]([O:19][CH3:20])[cH:17][cH:18]2)[CH3:21])[n:11]1. Reactants: O (water), ClC=1C2=C(SC1C(=O)Cl)C=C(C(=C2)OC)OC (3-Chloro-5,6-dimethoxy-benzo[b]thiophene-2-carbonyl chloride). The solvent is O1CCOCC1 (dioxane). The product is ClC=1C2=C(SC1C(=O)O)C=C(C(=C2)OC)OC (3-Chloro-5,6-dimethoxy-benzo[b]thiophene-2-carboxylic acid). As a reaction SMILES: [OH2:1].[Cl:2][C:3]1[C:4]2[CH:14]=[C:13]([O:15][CH3:16])[C:12]([O:17][CH3:18])=[CH:11][C:5]=2[S:6][C:7]=1[C:8](Cl)=[O:9]>O1CCOCC1>[Cl:2][C:3]1[C:4]2[CH:14]=[C:13]([O:15][CH3:16])[C:12]([O:17][CH3:18])=[CH:11][C:5]=2[S:6][C:7]=1[C:8]([OH:1])=[O:9]. Procedure details: 40 ml of water are added to a solution of 70 mmol of the compound of Step A in 250 ml of dioxane. After 20 hours' reflux and then return to room temperature, a precipitate forms. After filtration and rinsing with water until neutral, the precipitate is dried over P2O5 under reduced pressure. 18.6 g of the expected product are thus isolated. The reactants are C1COCCO1, CO, Cl, CC(C)(C)OC(=O)N1CCN(c2nc3ncc(C(F)(F)F)cc3s2)C(COc2cccnc2)C1. The product is Cl, FC(F)(F)c1cnc2nc(N3CCNCC3COc3cccnc3)sc2c1. Reaction SMILES: [CH2:2]1[O:3][CH2:4][CH2:5][O:6][CH2:7]1.[CH3:42][OH:43].[ClH:1].[n:8]1[cH:9][c:10]([O:14][CH2:15][CH:16]2[CH2:17][N:18]([C:35]([O:36][C:37]([CH3:38])([CH3:39])[CH3:40])=[O:41])[CH2:19][CH2:20][N:21]2[c:22]2[s:23][c:24]3[c:25]([n:26][cH:27][c:28]([C:30]([F:31])([F:32])[F:33])[cH:29]3)[n:34]2)[cH:11][cH:12][cH:13]1>>[ClH:1].[n:8]1[cH:9][c:10]([O:14][CH2:15][CH:16]2[CH2:17][NH:18][CH2:19][CH2:20][N:21]2[c:22]2[s:23][c:24]3[c:25]([n:26][cH:27][c:28]([C:30]([F:31])([F:32])[F:33])[cH:29]3)[n:34]2)[cH:11][cH:12][cH:13]1. Starting materials: CC#N, Cc1c[nH]cn1, CN([SiH](C)C)[Si](C)(C)C. Yields the product Cc1cn([Si](C)(C)C)cn1. RXN SMILES: [CH3:16][C:17]#[N:18].[CH3:1][c:2]1[n:3][cH:4][nH:5][cH:6]1.[CH3:7][SiH:8]([CH3:9])[N:14]([Si:10]([CH3:11])([CH3:12])[CH3:13])[CH3:15]>>[CH3:1][c:2]1[n:3][cH:4][n:5]([Si:10]([CH3:11])([CH3:12])[CH3:13])[cH:6]1. The reactants are [BH4-], O=Cc1cccc(OCc2ccccc2)c1, CCO, N#CCC#N, [Na+], O. Product: N#CC(C#N)Cc1cccc(OCc2ccccc2)c1. Reaction SMILES: [BH4-:25].[CH2:1]([c:2]1[cH:3][cH:4][cH:5][cH:6][cH:7]1)[O:8][c:9]1[cH:10][c:11]([CH:12]=[O:13])[cH:14][cH:15][cH:16]1.[CH3:22][CH2:23][OH:24].[N:17]#[C:18][CH2:19][C:20]#[N:21].[Na+:26].[OH2:27]>>[CH2:1]([c:2]1[cH:3][cH:4][cH:5][cH:6][cH:7]1)[O:8][c:9]1[cH:10][c:11]([CH2:12][CH:19]([C:18]#[N:17])[C:20]#[N:21])[cH:14][cH:15][cH:16]1. Reactants: COC(=O)C=1C(=C2C=C(C(N(C2=C(N1)C=1C=NC=C(C1)OC)CC1=CC=CC=C1)=O)C1=CC=CC=C1)O (1-benzyl-5-hydroxy-8-(5-methoxy-pyridin-3-yl)-2-oxo-3-phenyl-1,2-dihydro-[1,7]naphthyridine-6-carboxylic acid methyl ester), NCCC(=O)O (β-alanine), C[O-].[Na+] (NaOMe). Yields the product C(C1=CC=CC=C1)N1C(C(=CC2=C(C(=NC(=C12)C=1C=NC=C(C1)OC)C(=O)NCCC(=O)O)O)C1=CC=CC=C1)=O (3-{[1-Benzyl-5-hydroxy-8-(5-methoxy-pyridin-3-yl)-2-oxo-3-phenyl-1,2-dihydro-[1,7]naphthyridine-6-carbonyl]amino}-propionic acid). Isolated yield 69.9%. RXN SMILES: CO[C:3]([C:5]1[C:6]([OH:37])=[C:7]2[C:12](=[C:13]([C:15]3[CH:16]=[N:17][CH:18]=[C:19]([O:21][CH3:22])[CH:20]=3)[N:14]=1)[N:11]([CH2:23][C:24]1[CH:29]=[CH:28][CH:27]=[CH:26][CH:25]=1)[C:10](=[O:30])[C:9]([C:31]1[CH:36]=[CH:35][CH:34]=[CH:33][CH:32]=1)=[CH:8]2)=[O:4].[NH2:38][CH2:39][CH2:40][C:41]([OH:43])=[O:42].C[O-].[Na+]>>[CH2:23]([N:11]1[C:12]2[C:7](=[C:6]([OH:37])[C:5]([C:3]([NH:38][CH2:39][CH2:40][C:41]([OH:43])=[O:42])=[O:4])=[N:14][C:13]=2[C:15]2[CH:16]=[N:17][CH:18]=[C:19]([O:21][CH3:22])[CH:20]=2)[CH:8]=[C:9]([C:31]2[CH:36]=[CH:35][CH:34]=[CH:33][CH:32]=2)[C:10]1=[O:30])[C:24]1[CH:29]=[CH:28][CH:27]=[CH:26][CH:25]=1 |f:2.3|. Procedure details: A mixture of 1-benzyl-5-hydroxy-8-(5-methoxy-pyridin-3-yl)-2-oxo-3-phenyl-1,2-dihydro-[1,7]naphthyridine-6-carboxylic acid methyl ester (45 mg, 0.091 mmol), β-alanine (651 mg, 7.30 mmol) and NaOMe solution (11 mL, 5.48 mmol, 0.5 M in MeOH) was refluxed for 16 h. After the mixture was cooled to r.t., the solvent was evaporated in vacuo. The residue was partitioned between EtOAc and water. 1 M HCl was added with vigorous stirring until pH was about 3-4. The organic layer was dried over MgSO4 and c... Conditions: temperature 175 celsius. Yields the product COC=1C=C(CNC(=O)C2=C(N=NC(=C2)C2=CC(=CC(=C2)C)C)C=2C=NN(C2)C)C=CC1OC (N-(3,4-dimethoxybenzyl)-6-(3,5-dimethylphenyl)-3-(1-methyl-1H-pyrazol-4-yl)pyridazine-4-carboxamide). Reported procedure: To a solution of 3-chloro-N-(3,4-dimethoxybenzyl)-6-(3,5-dimethylphenyl)pyridazine-4-carboxamide (1-3, 0.012 g, 0.029 mmol, 1.0 equiv) in DMF (0.20 mL) was added Pd2(dba)3 (0.0027 g, 0.003 mmol, 0.1 equiv), S-Phos (0.0024 g, 0.006 mmol, 0.2 equiv), 1-methyl-4-(4,4,5,5-tetramethyl-1,3,2-dioxaborolan-2-yl)-1H-pyrazole (0.036 g, 0.18 mmol, 6.0 equiv) and K3PO4 (0.025 g, 0.12 mmol, 4.0 equiv) and the reaction was heated to 175° C. for 30 minutes in the microwave. The reaction mixture was cooled and ... The solvent is CN(C)C=O (DMF). Reagents/catalysts: C=1C=CC(=CC1)/C=C/C(=O)/C=C/C2=CC=CC=C2.C=1C=CC(=CC1)/C=C/C(=O)/C=C/C2=CC=CC=C2.C=1C=CC(=CC1)/C=C/C(=O)/C=C/C2=CC=CC=C2.[Pd].[Pd] (Pd2(dba)3). Reactants: ClC=1N=NC(=CC1C(=O)NCC1=CC(=C(C=C1)OC)OC)C1=CC(=CC(=C1)C)C (3-chloro-N-(3,4-dimethoxybenzyl)-6-(3,5-dimethylphenyl)pyridazine-4-carboxamide), COC=1C=CC=C(C1C=2C=CC=CC2P(C3CCCCC3)C4CCCCC4)OC (S-Phos), CN1N=CC(=C1)B1OC(C(O1)(C)C)(C)C (1-methyl-4-(4,4,5,5-tetramethyl-1,3,2-dioxaborolan-2-yl)-1H-pyrazole), [O-]P(=O)([O-])[O-].[K+].[K+].[K+] (K3PO4). RXN SMILES: Cl[C:2]1[N:3]=[N:4][C:5]([C:22]2[CH:27]=[C:26]([CH3:28])[CH:25]=[C:24]([CH3:29])[CH:23]=2)=[CH:6][C:7]=1[C:8]([NH:10][CH2:11][C:12]1[CH:17]=[CH:16][C:15]([O:18][CH3:19])=[C:14]([O:20][CH3:21])[CH:13]=1)=[O:9].COC1C=CC=C(OC)C=1C1C=CC=CC=1P(C1CCCCC1)C1CCCCC1.[CH3:59][N:60]1[CH:64]=[C:63](B2OC(C)(C)C(C)(C)O2)[CH:62]=[N:61]1.[O-]P([O-])([O-])=O.[K+].[K+].[K+]>CN(C=O)C.C1C=CC(/C=C/C(/C=C/C2C=CC=CC=2)=O)=CC=1.C1C=CC(/C=C/C(/C=C/C2C=CC=CC=2)=O)=CC=1.C1C=CC(/C=C/C(/C=C/C2C=CC=CC=2)=O)=CC=1.[Pd].[Pd]>[CH3:21][O:20][C:14]1[CH:13]=[C:12]([CH:17]=[CH:16][C:15]=1[O:18][CH3:19])[CH2:11][NH:10][C:8]([C:7]1[CH:6]=[C:5]([C:22]2[CH:27]=[C:26]([CH3:28])[CH:25]=[C:24]([CH3:29])[CH:23]=2)[N:4]=[N:3][C:2]=1[C:63]1[CH:62]=[N:61][N:60]([CH3:59])[CH:64]=1)=[O:9] |f:3.4.5.6,8.9.10.11.12|. Starting materials: [Al+3], ClCCl, COc1ccc2ccccc2c1, [Cl-], [Cl-], [Cl-], Cl, O=C(Cl)c1ccc(F)cc1. Product: COc1ccc2ccccc2c1C(=O)c1ccc(F)cc1. RXN SMILES: [Al+3:24].[CH2:28]([Cl:29])[Cl:30].[CH3:1][O:2][c:3]1[cH:4][c:5]2[cH:6][cH:7][cH:8][cH:9][c:10]2[cH:11][cH:12]1.[Cl-:23].[Cl-:25].[Cl-:26].[ClH:27].[F:13][c:14]1[cH:15][cH:16][c:17]([C:18](=[O:19])[Cl:20])[cH:21][cH:22]1>>[CH3:1][O:2][c:3]1[c:4]([C:18]([c:17]2[cH:16][cH:15][c:14]([F:13])[cH:22][cH:21]2)=[O:19])[c:5]2[cH:6][cH:7][cH:8][cH:9][c:10]2[cH:11][cH:12]1.